Dataset: the Open Reaction Database (ORD), a public repository of structured organic reaction records. Task: describe an organic reaction: reactants, conditions, products, and yield The reactants are O (Water), ClC=1N=C(C2=C(N1)N=CS2)N2CCOCC2 (4-(5-chlorothiazolo[4,5-d]pyrimidin-7-yl)morpholine), C[Si](C)(C)[N-][Si](C)(C)C.[K+] (potassium bis(trimethylsilyl)amide), II (iodine). The solvent is O1CCCC1 (tetrahydrofuran). Conditions: temperature -50 celsius, time 8 hour. The product is ClC=1N=C(C2=C(N1)N=C(S2)I)N2CCOCC2 (4-(5-Chloro-2-iodothiazolo[4,5-d]pyrimidin-7-yl)morpholine). Reaction SMILES: [Cl:1][C:2]1[N:3]=[C:4]([N:11]2[CH2:16][CH2:15][O:14][CH2:13][CH2:12]2)[C:5]2[S:10][CH:9]=[N:8][C:6]=2[N:7]=1.[I:17]I.C[Si]([N-][Si](C)(C)C)(C)C.[K+].O>O1CCCC1>[Cl:1][C:2]1[N:3]=[C:4]([N:11]2[CH2:12][CH2:13][O:14][CH2:15][CH2:16]2)[C:5]2[S:10][C:9]([I:17])=[N:8][C:6]=2[N:7]=1 |f:2.3|. Reported procedure: 4-(5-Chlorothiazolo[4,5-d]pyrimidin-7-yl)morpholine 16 was dissolved in tetrahydrofuran and iodine (3 eq) was added. The solution was cooled to −50° C. and potassium bis(trimethylsilyl)amide (1.2 eq of 0.5M solution in toluene) was added over a period of 10 minutes. The solution was warmed to room temperature and stirred overnight. Water was added to quench the reaction and the tetrahydrofuran was removed in vacuo. The residue was brought up in methylene chloride, washed with saturated sodium bi... Starting materials: C(C1=CC=CC=C1)OC(C(=O)N(C1=CC(=CC=C1)C(F)(F)F)COCC1=CC=CC=C1)OCC1=CC=CC=C1 (2,2-dibenzyloxy-N-benzyloxymethyl-N(3-trifluoromethylphenyl)-acetamide), FC(C(=O)O)(F)F (trifluoroacetic acid). Reagents/catalysts: [Pd] (palladium on carbon). Run in ClCCl (dichloromethane). Run at time 5 hour. Yields the product OC1C(N(CO1)C1=CC(=CC=C1)C(F)(F)F)=O (5-hydroxy-3(3-trifluoromethylphenyl)oxazolidin-4-one). Isolated yield 56.2%. As a reaction SMILES: C(O[CH:9]([O:32]CC1C=CC=CC=1)[C:10]([N:12]([CH2:23][O:24]CC1C=CC=CC=1)[C:13]1[CH:18]=[CH:17][CH:16]=[C:15]([C:19]([F:22])([F:21])[F:20])[CH:14]=1)=[O:11])C1C=CC=CC=1.FC(F)(F)C(O)=O>[Pd].ClCCl>[OH:32][CH:9]1[O:24][CH2:23][N:12]([C:13]2[CH:18]=[CH:17][CH:16]=[C:15]([C:19]([F:20])([F:21])[F:22])[CH:14]=2)[C:10]1=[O:11]. Reported procedure: A mixture of 2,2-dibenzyloxy-N-benzyloxymethyl-N(3-trifluoromethylphenyl)-acetamide (0.27 g, prepared as described in Step 4), 10% palladium on carbon (50 mg), trifluoroacetic acid (1 ml) and dichloromethane (50 ml) was stirred under an atmosphere of hydrogen for five hours. It was filtered through Hyflo Supercel™, evaporated under reduced pressure and chromatographed on silica, using dichloromethane-ethanol (49:1) as eluant to give the title compound (0.07 g) as a waxy solid, m.p. 75°-76° C. Starting materials: [N+](=O)(O)[O-] (HNO3), C(C)(C)C1(N=C(NC1=O)C1=C(C=C2C(=N1)SC=C2)C(=O)OC)C (Methyl 6-(4-isopropyl-4-methyl-5-oxo-2-imidazolin-2-yl)thieno[2,3-b]pyridine-5-carboxylate), C(=O)(O)[O-].[Na+] (NaHCO3). Run in OS(=O)(=O)O (H2SO4). Run at temperature 3 celsius, time 3 hour. The product is C(C)(C)C1(N=C(NC1=O)C1=C(C=C2C(=N1)SC=C2[N+](=O)[O-])C(=O)OC)C (methyl 6-(4-isopropyl-4-methyl-5-oxo-2-imidazolin-2-yl)-3-nitrothieno[2,3-b]pyridine-5-carboxylate). As a reaction SMILES: [CH:1]([C:4]1([CH3:23])[C:8](=[O:9])[NH:7][C:6]([C:10]2[N:15]=[C:14]3[S:16][CH:17]=[CH:18][C:13]3=[CH:12][C:11]=2[C:19]([O:21][CH3:22])=[O:20])=[N:5]1)([CH3:3])[CH3:2].[N+:24]([O-])([OH:26])=[O:25].C([O-])(O)=O.[Na+]>OS(O)(=O)=O>[CH:1]([C:4]1([CH3:23])[C:8](=[O:9])[NH:7][C:6]([C:10]2[N:15]=[C:14]3[S:16][CH:17]=[C:18]([N+:24]([O-:26])=[O:25])[C:13]3=[CH:12][C:11]=2[C:19]([O:21][CH3:22])=[O:20])=[N:5]1)([CH3:3])[CH3:2] |f:2.3|. Procedure details: Methyl 6-(4-isopropyl-4-methyl-5-oxo-2-imidazolin-2-yl)thieno[2,3-b]pyridine-5-carboxylate (3.94 g, 0.0119 mol) is dissolved in 200 mL concentrated H2SO4 at room temperature. While cooling to 3° C. in an ice bath, 1.5 mL (0.024 mol) concentrated HNO3 is added, then the mixture is allowed to warm to room temperature. After three hours, the reaction mixture is poured onto ice, neutralized with solid NaHCO3 to pH 6 and is extracted with methylene chloride. The extract is filtered, then dried over s...